Dataset: the Open Reaction Database (ORD), a public repository of structured organic reaction records. Task: describe an organic reaction: reactants, conditions, products, and yield Starting materials: O=Cc1cc(Br)cc2c1OCO2, BrC(Br)(Br)Br, ClCCl, c1ccc(P(c2ccccc2)c2ccccc2)cc1. The product is BrC(Br)=Cc1cc(Br)cc2c1OCO2. Reaction SMILES: [Br:25][c:26]1[cH:27][c:28]2[c:29]([c:30]([CH:31]=[O:32])[cH:33]1)[O:34][CH2:35][O:36]2.[C:1]([Br:2])([Br:3])([Br:4])[Br:5].[CH2:37]([Cl:38])[Cl:39].[c:6]1([P:7]([c:8]2[cH:9][cH:10][cH:11][cH:12][cH:13]2)[c:14]2[cH:15][cH:16][cH:17][cH:18][cH:19]2)[cH:20][cH:21][cH:22][cH:23][cH:24]1>>[C:1]([Br:2])([Br:5])=[CH:31][c:30]1[c:29]2[c:28]([cH:27][c:26]([Br:25])[cH:33]1)[O:36][CH2:35][O:34]2. The reactants are C(C1=CC=CC=C1)O[C@H]1C[C@@H]([C@H]2O[C@@H]1CO2)O (1,6-anhydro-4-O-benzyl-3-deoxy-β-D-arabinohexopyranose), C1(=CC=C(C=C1)S(=O)(=O)Cl)C (p-toluenesulphonyl chloride), O (Water), C(Cl)(Cl)Cl (chloroform). The solvent is N1=CC=CC=C1 (pyridine). Conditions: time 24 hour. Product: C(C1=CC=CC=C1)O[C@H]1C[C@@H]([C@H]2O[C@@H]1CO2)OS(=O)(=O)C2=CC=C(C=C2)C (1,6-Anhydro-4-O-benzyl-3-deoxy-2-O-p-toluenesulphonyl-β-D-arabino-hexopyranose). The yield is 85.6%. As a reaction SMILES: [CH2:1]([O:8][C@@H:9]1[C@H:14]2[CH2:15][O:16][C@H:12]([O:13]2)[C@@H:11]([OH:17])[CH2:10]1)[C:2]1[CH:7]=[CH:6][CH:5]=[CH:4][CH:3]=1.[C:18]1([CH3:28])[CH:23]=[CH:22][C:21]([S:24](Cl)(=[O:26])=[O:25])=[CH:20][CH:19]=1.O.C(Cl)(Cl)Cl>N1C=CC=CC=1>[CH2:1]([O:8][C@@H:9]1[C@H:14]2[CH2:15][O:16][C@H:12]([O:13]2)[C@@H:11]([O:17][S:24]([C:21]2[CH:22]=[CH:23][C:18]([CH3:28])=[CH:19][CH:20]=2)(=[O:26])=[O:25])[CH2:10]1)[C:2]1[CH:3]=[CH:4][CH:5]=[CH:6][CH:7]=1. Procedure details: A solution of 1,6-anhydro-4-O-benzyl-3-deoxy-β-D-arabinohexopyranose (see Example 2) (2.0 g) in dry pyridine (30 ml) containing p-toluenesulphonyl chloride (2.0 g) was allowed to stand at room temperature for 24 h. Water (0.5 ml) was added and five minutes later chloroform (100 ml). The mixture was washed with water (×2), 2M aqueous hydrochloric acid, 1M aqueous sodium hydroxide, and water. The organic layer was dried (MgSO4) and concentrated to a light yellow syrup. Trituration with ethanol gav... Reactants: BrC=1C=C2CCCN(C2=NC1C(OC)OC)C(=O)NC1=NC=C(C(=C1)NCCOC)C#N (6-bromo-N-(5-cyano-4-((2-methoxyethyl)amino)pyridin-2-yl)-7-(dimethoxymethyl)-3,4-dihydro-1,8-naphthyridine-1(2H)-carboxamide), BrC=1C=C2CCCN(C2=NC1C(OC)OC)C(=O)NC1=NC=C(C(=C1)NCCOC)C#N (6-bromo-N-(5-cyano-4-((2-methoxyethyl)amino)pyridin-2-yl)-7-(dimethoxymethyl)-3,4-dihydro-1,8-naphthyridine-1(2H)-carboxamide), N1=CC(=CC=C1)B(O)O (3-pyridineboronic acid), C(=O)([O-])[O-].[Na+].[Na+] (Na2CO3). The reagents and catalysts are C1=CC=C(C=C1)P([C-]2C=CC=C2)C3=CC=CC=C3.C1=CC=C(C=C1)P([C-]2C=CC=C2)C3=CC=CC=C3.Cl[Pd]Cl.[Fe+2] (PdCl2(dppf)). Run in C(Cl)Cl (DCM), O (water), COCCOC (DME). Conditions: temperature 120 celsius, time 15 minute. The product is C(#N)C=1C(=CC(=NC1)NC(=O)N1CCCC2=CC(=C(N=C12)C(OC)OC)C=1C=NC=CC1)NCCOC (N-(5-cyano-4-((2-methoxyethyl)amino)pyridin-2-yl)-7-(dimethoxymethyl)-6-(pyridin-3-yl)-3,4-dihydro-1,8-naphthyridine-1(2H)-carboxamide). RXN SMILES: Br[C:2]1[CH:3]=[C:4]2[C:9](=[N:10][C:11]=1[CH:12]([O:15][CH3:16])[O:13][CH3:14])[N:8]([C:17]([NH:19][C:20]1[CH:25]=[C:24]([NH:26][CH2:27][CH2:28][O:29][CH3:30])[C:23]([C:31]#[N:32])=[CH:22][N:21]=1)=[O:18])[CH2:7][CH2:6][CH2:5]2.[N:33]1[CH:38]=[CH:37][CH:36]=[C:35](B(O)O)[CH:34]=1.C([O-])([O-])=O.[Na+].[Na+]>COCCOC.C(Cl)Cl.O.C1C=CC(P(C2C=CC=CC=2)[C-]2C=CC=C2)=CC=1.C1C=CC(P(C2C=CC=CC=2)[C-]2C=CC=C2)=CC=1.Cl[Pd]Cl.[Fe+2]>[C:31]([C:23]1[C:24]([NH:26][CH2:27][CH2:28][O:29][CH3:30])=[CH:25][C:20]([NH:19][C:17]([N:8]2[C:9]3[C:4](=[CH:3][C:2]([C:35]4[CH:34]=[N:33][CH:38]=[CH:37][CH:36]=4)=[C:11]([CH:12]([O:15][CH3:16])[O:13][CH3:14])[N:10]=3)[CH2:5][CH2:6][CH2:7]2)=[O:18])=[N:21][CH:22]=1)#[N:32] |f:2.3.4,8.9.10.11|. Procedure details: A suspension of 6-bromo-N-(5-cyano-4-((2-methoxyethyl)amino)pyridin-2-yl)-7-(dimethoxymethyl)-3,4-dihydro-1,8-naphthyridine-1(2H)-carboxamide (intermediate 315, 49.9 mg, 0.099 mmol), 3-pyridineboronic acid (14 mg, 0.108 mmol), PdCl2(dppf) (7 mg, 9.57 μmol) and saturated aqueous Na2CO3 (160 μl) in DME (480 μl) was sealed in a vial and purged with argon. Then reaction mixture was stirred at 120° C. for 15 min in a microwave. The suspension was diluted with DCM and water, phases were separated and ... Reactants: O=C1C2=C(N=C(N1)C(=O)NCC1=CC(=NC=C1)OCCCC1=NNC=N1)SC=C2COCC2=CC=C(C(=O)OCC)C=C2 (ethyl 4-[({[4-oxo-2-({[(2-{[3-(1H-1,2,4-triazol-3-yl)propyl]oxy}pyridin-4-yl)methyl]amino}carbonyl)-3,4-dihydrothieno[2,3-d]pyrimidin-5-yl]methyl}oxy)methyl]benzoate), O=C1C2=C(N=C(N1)C(NCC1=CC(=CC=C1)OCCOC1=NNC=N1)=O)SC=C2COCC2=CC=C(C(=O)OCC)C=C2 (ethyl 4-({[4-oxo-2-({3-[2-(1H-1,2,4-triazol-3-yloxy)ethoxy]benzyl}carbamoyl)-3,4-dihydrothieno[2,3-d]pyrimidin-5-yl]methoxy}methyl)benzoate). Yields the product O=C1C2=C(N=C(N1)C(NCC1=CC(=CC=C1)OCCOC1=NNC=N1)=O)SC=C2COCC2=CC=C(C(=O)O)C=C2 (4-({[4-oxo-2-({3-[2-(1H-1,2,4-triazol-3-yloxy)ethoxy]benzyl}carbamoyl)-3,4-dihydrothieno[2,3-d]pyrimidin-5-yl]methoxy}methyl)benzoic acid), powder. Isolated yield 80.0%. Reaction SMILES: O=C1NC(C(NCC2C=CN=C(OCCCC3N=CNN=3)C=2)=O)=NC2SC=C(COCC3C=CC(C(OCC)=O)=CC=3)C1=2.[O:44]=[C:45]1[NH:50][C:49]([C:51](=[O:69])[NH:52][CH2:53][C:54]2[CH:59]=[CH:58][CH:57]=[C:56]([O:60][CH2:61][CH2:62][O:63][C:64]3[N:68]=[CH:67][NH:66][N:65]=3)[CH:55]=2)=[N:48][C:47]2[S:70][CH:71]=[C:72]([CH2:73][O:74][CH2:75][C:76]3[CH:86]=[CH:85][C:79]([C:80]([O:82]CC)=[O:81])=[CH:78][CH:77]=3)[C:46]1=2>>[O:44]=[C:45]1[NH:50][C:49]([C:51](=[O:69])[NH:52][CH2:53][C:54]2[CH:59]=[CH:58][CH:57]=[C:56]([O:60][CH2:61][CH2:62][O:63][C:64]3[N:68]=[CH:67][NH:66][N:65]=3)[CH:55]=2)=[N:48][C:47]2[S:70][CH:71]=[C:72]([CH2:73][O:74][CH2:75][C:76]3[CH:77]=[CH:78][C:79]([C:80]([OH:82])=[O:81])=[CH:85][CH:86]=3)[C:46]1=2. Reported procedure: By a method similar to that in Example 42 and using, instead of ethyl 4-[({[4-oxo-2-({[(2-{[3-(1H-1,2,4-triazol-3-yl)propyl]oxy}pyridin-4-yl)methyl]amino}carbonyl)-3,4-dihydrothieno[2,3-d]pyrimidin-5-yl]methyl}oxy)methyl]benzoate, ethyl 4-({[4-oxo-2-({3-[2-(1H-1,2,4-triazol-3-yloxy)ethoxy]benzyl}carbamoyl)-3,4-dihydrothieno[2,3-d]pyrimidin-5-yl]methoxy}methyl)benzoate obtained in Example 49, the title compound was obtained as a white powder (419.2 mg, 80%).